From a dataset of the Open Reaction Database (ORD), a public repository of structured organic reaction records. describe an organic reaction: reactants, conditions, products, and yield The reactants are [BH4-], COC(=O)Cc1nc(-c2ccc(Cl)cc2)sc1C(=O)Nc1ccc(OC2CN(C(=O)OC(C)(C)C)C2)c(OC)c1, C1CCOC1, CC(C)=O, CCOC(C)=O, [Li+], O. Yields the product COc1cc(NC(=O)c2sc(-c3ccc(Cl)cc3)nc2CCO)ccc1OC1CN(C(=O)OC(C)(C)C)C1. RXN SMILES: [BH4-:1].[C:3]([CH3:4])([CH3:5])([CH3:6])[O:7][C:8](=[O:9])[N:10]1[CH2:11][CH:12]([O:14][c:15]2[c:16]([O:41][CH3:42])[cH:17][c:18]([NH:21][C:22](=[O:23])[c:24]3[c:25]([CH2:36][C:37](=[O:38])[O:39][CH3:40])[n:26][c:27](-[c:29]4[cH:30][cH:31][c:32]([Cl:35])[cH:33][cH:34]4)[s:28]3)[cH:19][cH:20]2)[CH2:13]1.[CH2:53]1[O:54][CH2:55][CH2:56][CH2:57]1.[CH3:43][C:44](=[O:45])[CH3:46].[CH3:47][CH2:48][O:49][C:50](=[O:51])[CH3:52].[Li+:2].[OH2:58]>>[C:3]([CH3:4])([CH3:5])([CH3:6])[O:7][C:8](=[O:9])[N:10]1[CH2:11][CH:12]([O:14][c:15]2[c:16]([O:41][CH3:42])[cH:17][c:18]([NH:21][C:22](=[O:23])[c:24]3[c:25]([CH2:36][CH2:37][OH:38])[n:26][c:27](-[c:29]4[cH:30][cH:31][c:32]([Cl:35])[cH:33][cH:34]4)[s:28]3)[cH:19][cH:20]2)[CH2:13]1. Reactants: O=C(n1ccnc1)n1ccnc1, NC1CC1, O=C(O)Cc1ccc2c(c1)N(C1CCN(CCc3ccc(F)cc3)CC1)CC2. Product: O=C(Cc1ccc2c(c1)N(C1CCN(CCc3ccc(F)cc3)CC1)CC2)NC1CC1. Reaction SMILES: [C:29]([n:30]1[cH:31][cH:32][n:33][cH:34]1)([n:35]1[cH:36][cH:37][n:38][cH:39]1)=[O:40].[CH:41]1([NH2:44])[CH2:42][CH2:43]1.[F:1][c:2]1[cH:3][cH:4][c:5]([CH2:6][CH2:7][N:8]2[CH2:9][CH2:10][CH:11]([N:14]3[CH2:15][CH2:16][c:17]4[cH:18][cH:19][c:20]([CH2:23][C:24](=[O:25])[OH:26])[cH:21][c:22]43)[CH2:12][CH2:13]2)[cH:27][cH:28]1>>[F:1][c:2]1[cH:3][cH:4][c:5]([CH2:6][CH2:7][N:8]2[CH2:9][CH2:10][CH:11]([N:14]3[CH2:15][CH2:16][c:17]4[cH:18][cH:19][c:20]([CH2:23][C:24](=[O:26])[NH:44][CH:41]5[CH2:42][CH2:43]5)[cH:21][c:22]43)[CH2:12][CH2:13]2)[cH:27][cH:28]1. Starting materials: FC=1C=C(C=C(C1)F)C1(C(NC(N1)=O)=O)C ((±)-5-(3,5-Difluorophenyl)-5-methylimidazolidine-2,4-dione), C([O-])([O-])=O.[K+].[K+] (potassium carbonate), COC1=CC=C(CCl)C=C1 (4-methoxybenzyl chloride). Run in CN(C)C=O (DMF). Reaction conditions: temperature 50 celsius, time 1 hour. Product: FC=1C=C(C=C(C1)F)C1(C(N(C(N1)=O)CC1=CC=C(C=C1)OC)=O)C ((±)-5-(3,5-Difluorophenyl)-3-(4-methoxybenzyl)-5-methylimidazolidine-2,4-dione). RXN SMILES: [F:1][C:2]1[CH:3]=[C:4]([C:9]2([CH3:16])[NH:13][C:12](=[O:14])[NH:11][C:10]2=[O:15])[CH:5]=[C:6]([F:8])[CH:7]=1.C(=O)([O-])[O-].[K+].[K+].[CH3:23][O:24][C:25]1[CH:32]=[CH:31][C:28]([CH2:29]Cl)=[CH:27][CH:26]=1>CN(C=O)C>[F:8][C:6]1[CH:5]=[C:4]([C:9]2([CH3:16])[NH:13][C:12](=[O:14])[N:11]([CH2:29][C:28]3[CH:31]=[CH:32][C:25]([O:24][CH3:23])=[CH:26][CH:27]=3)[C:10]2=[O:15])[CH:3]=[C:2]([F:1])[CH:7]=1 |f:1.2.3|. Procedure details: To a stirred solution of (±)-5-(3,5-difluorophenyl)-5-methylimidazolidine-2,4-dione from Step A (6.53 g, 28.9 mmol) in DMF (60 mL) was added potassium carbonate (4.39 g, 31.8 mmol) and 4-methoxybenzyl chloride (3.92 mL, 28.9 mmol). The reaction was stirred at ambient temperature for 16 h and at 50° C. for 1 h and then quenched with H2O (100 mL). The resulting precipitate was filtered and rinsed with water to provide the title compound. MS: m/z=347 (M+1). Starting materials: CC[SiH](CC)CC, COc1ccc(C2(O)COCCOC2)cc1, ClCCl, [K+], [K+], O=C([O-])[O-], O=C(O)C(F)(F)F. The product is COc1ccc(C2COCCOC2)cc1. Reaction SMILES: [CH2:17]([SiH:18]([CH2:19][CH3:20])[CH2:21][CH3:22])[CH3:23].[CH3:1][O:2][c:3]1[cH:4][cH:5][c:6]([C:9]2([OH:16])[CH2:10][O:11][CH2:12][CH2:13][O:14][CH2:15]2)[cH:7][cH:8]1.[Cl:37][CH2:38][Cl:39].[K+:31].[K+:32].[O-:33][C:34]([O-:35])=[O:36].[OH:24][C:25]([C:26]([F:27])([F:28])[F:29])=[O:30]>>[CH3:1][O:2][c:3]1[cH:4][cH:5][c:6]([CH:9]2[CH2:10][O:11][CH2:12][CH2:13][O:14][CH2:15]2)[cH:7][cH:8]1. Reactants: 175, 28, 173, BrC=1C=C(C=NC1)OCCCNC ((3-(5-bromo(3-pyridyloxy))propyl)methylamine), O=C([C@H](O)[C@@H](O)[C@@H](O)[C@H](O)C(=O)O)O (galactaric acid), 70, 44, 116, O (Water), 118. Run in C(C)O (ethanol). Product: O=C([C@H](O)[C@@H](O)[C@@H](O)[C@H](O)C(=O)O)O.BrC=1C=C(C=NC1)OCCCNC.BrC=1C=C(C=NC1)OCCCNC ((3-(5-Bromo(3-pyridyloxy))propyl)methylamine Hemigalactarate). Reaction SMILES: [Br:1][C:2]1[CH:3]=[C:4]([O:8][CH2:9][CH2:10][CH2:11][NH:12][CH3:13])[CH:5]=[N:6][CH:7]=1.[O:14]=[C:15]([OH:27])[C@@H:16]([C@H:18]([C@H:20]([C@@H:22]([C:24]([OH:26])=[O:25])[OH:23])[OH:21])[OH:19])[OH:17].O>C(O)C>[O:14]=[C:15]([OH:27])[C@@H:16]([C@H:18]([C@H:20]([C@@H:22]([C:24]([OH:26])=[O:25])[OH:23])[OH:21])[OH:19])[OH:17].[Br:1][C:2]1[CH:3]=[C:4]([O:8][CH2:9][CH2:10][CH2:11][NH:12][CH3:13])[CH:5]=[N:6][CH:7]=1.[Br:1][C:2]1[CH:3]=[C:4]([O:8][CH2:9][CH2:10][CH2:11][NH:12][CH3:13])[CH:5]=[N:6][CH:7]=1 |f:4.5.6|. Procedure: To a solution of (3-(5-bromo(3-pyridyloxy))propyl)methylamine (0.790 g, 3.22 mmol) in ethanol (12 mL) was added galactaric acid (339.0 mg, 1.61 mmol). Water (3.4 mL) was added dropwise, while warming the light-yellow solution to near reflux. To remove some white, insoluble crystals, the warm solution was filtered through a glass wool plug, washing the filter plug with a warm solution of ethanol-water (4:1, v/v) (3.8 mL). The filtrate was diluted with ethanol (18 mL), producing a light-beige prec...